Dataset: the Open Reaction Database (ORD), a public repository of structured organic reaction records. Task: describe an organic reaction: reactants, conditions, products, and yield The reactants are CC(=O)[O-], CC(=O)[O-], C[Si](C)(C)[N-][Si](C)(C)C, CN(C)c1ccncc1, Cc1ccccc1, OB(O)C1CC1, [Cu+2], O=[N+]([O-])c1cn[nH]n1, [Na+], O. Yields the product O=[N+]([O-])c1cnn(C2CC2)n1. As a reaction SMILES: [C:42]([O-:43])(=[O:44])[CH3:45].[C:47]([O-:48])(=[O:49])[CH3:50].[CH3:15][Si:16]([CH3:17])([CH3:18])[N-:19][Si:20]([CH3:21])([CH3:22])[CH3:23].[CH3:26][N:27]([CH3:28])[c:29]1[cH:30][cH:31][n:32][cH:33][cH:34]1.[CH3:35][c:36]1[cH:37][cH:38][cH:39][cH:40][cH:41]1.[CH:9]1([B:12]([OH:13])[OH:14])[CH2:10][CH2:11]1.[Cu+2:46].[N+:1](=[O:2])([O-:3])[c:4]1[n:5][nH:6][n:7][cH:8]1.[Na+:24].[OH2:25]>>[N+:1](=[O:2])([O-:3])[c:4]1[n:5][n:6]([CH:9]2[CH2:10][CH2:11]2)[n:7][cH:8]1. The reactants are OCCN1C2=C(C=3C=CC=CC13)CCN(CC2)C(=O)OC(C)(C)C (tert-Butyl 6-(2-hydroxyethyl)-1,4,5,6-tetrahydroazepino[4,5-b]indole-3(2H)-carboxylate), CS(=O)(=O)Cl (methanesulfonyl chloride), CS(=O)(=O)Cl (methanesulfonyl chloride), C1(=CC=CC=C1)S (thiophenol), [OH-].[K+] (KOH). Run in C(C)N(CC)CC (Triethylamine), C(Cl)Cl (CH2Cl2), CN(C)C=O (DMF). Conditions: time 30 minute. The product is C1(=CC=CC=C1)SCCN1C2=C(C=3C=CC=CC13)CCN(CC2)C(=O)OC(C)(C)C (tert-butyl 6-[2-(phenylsulfanyl)ethyl]-1,4,5,6-tetrahydroazepino[4,5-b]indole-3(2H)-carboxylate). Isolated yield 28.0%. RXN SMILES: O[CH2:2][CH2:3][N:4]1[C:12]2[CH:11]=[CH:10][CH:9]=[CH:8][C:7]=2[C:6]2[CH2:13][CH2:14][N:15]([C:18]([O:20][C:21]([CH3:24])([CH3:23])[CH3:22])=[O:19])[CH2:16][CH2:17][C:5]1=2.CS(Cl)(=O)=O.[C:30]1([SH:36])[CH:35]=[CH:34][CH:33]=[CH:32][CH:31]=1.[OH-].[K+]>C(Cl)Cl.CN(C=O)C.C(N(CC)CC)C>[C:30]1([S:36][CH2:2][CH2:3][N:4]2[C:12]3[CH:11]=[CH:10][CH:9]=[CH:8][C:7]=3[C:6]3[CH2:13][CH2:14][N:15]([C:18]([O:20][C:21]([CH3:24])([CH3:23])[CH3:22])=[O:19])[CH2:16][CH2:17][C:5]2=3)[CH:35]=[CH:34][CH:33]=[CH:32][CH:31]=1 |f:3.4|. Reported procedure: tert-Butyl 6-(2-hydroxyethyl)-1,4,5,6-tetrahydroazepino[4,5-b]indole-3(2H)-carboxylate, (0.0488 g, 0. 148 mmol) was dissolved in CH2Cl2 (5 mL) and stirred at rt. Triethylamine (5 mL) was added, followed by methanesulfonyl chloride (0.017 mL, 0.221 mmol, 1.50 equiv.). The reaction mixture was stirred for 2 h, and additional methanesulfonyl chloride (0.015 mL) was added. After 30 min, a mixture of thiophenol (0.065 mL, 0.592 mmol, 4.0 equiv.) and KOH (12 equiv.) in DMF (5 mL) was added, and the re... The reactants are OCCCCCCBr, O=C([O-])[O-], CCC(C)=O, [K+], [K+], COC(=O)C=Cc1ccc(O)c(OC)c1. Product: COC(=O)C=Cc1ccc(OCCCCCCO)c(OC)c1. RXN SMILES: [Br:16][CH2:17][CH2:18][CH2:19][CH2:20][CH2:21][CH2:22][OH:23].[C:24](=[O:25])([O-:26])[O-:27].[CH3:30][C:31](=[O:32])[CH2:33][CH3:34].[K+:28].[K+:29].[OH:1][c:2]1[c:3]([O:14][CH3:15])[cH:4][c:5]([CH:6]=[CH:7][C:8](=[O:9])[O:10][CH3:11])[cH:12][cH:13]1>>[O:1]([c:2]1[c:3]([O:14][CH3:15])[cH:4][c:5]([CH:6]=[CH:7][C:8](=[O:9])[O:10][CH3:11])[cH:12][cH:13]1)[CH2:17][CH2:18][CH2:19][CH2:20][CH2:21][CH2:22][OH:23]. Reactants: [N+](=O)(O)[O-].NC(=N)N (Guanidine nitrate), O (water), [H-].[Na+] (sodium hydride), ClC1=NC(=NS1)CCl (5-Chloro-3-chloromethyl-1,2,4-thiadiazole). Run in CN(C=O)C (dimethylformamide). Reaction conditions: time 30 minute. The product is ClCC1=NSC(=N1)NC(=N)N (3-chloromethyl-5-guanidino-1,2,4-thiadiazole). Reaction SMILES: [N+]([O-])(O)=O.[NH2:5][C:6]([NH2:8])=[NH:7].[H-].[Na+].Cl[C:12]1[S:16][N:15]=[C:14]([CH2:17][Cl:18])[N:13]=1.O>CN(C)C=O>[Cl:18][CH2:17][C:14]1[N:13]=[C:12]([NH:7][C:6]([NH2:8])=[NH:5])[S:16][N:15]=1 |f:0.1,2.3|. Procedure: Guanidine nitrate (244 g.) was slurried in dimethylformamide (500 ml., dried over molecular sieve) and sodium hydride paste (58 g. of a 63% w/w dispersion in oil) was added over 30 minutes with external cooling in an acetone/solid CO2 bath to maintain the internal temperature at 25°-30°. The mixture was stirred for 30 minutes at 25° then cooled to 20°. 5-Chloro-3-chloromethyl-1,2,4-thiadiazole (84.5 g.) was added at 20°-25° over 20 minutes with external cooling at 5°-10°. The mixture was stirred... Reactants: COC([C@H](CC(C)C)N1C(C=C(C1)OC1=C(C(=CC=C1)Cl)F)=O)=O ((S)-2-[4-(3-chloro-2-fluoro-phenoxy)-2-oxo-2,5-dihydro-pyrrol-1-yl]-4-methyl-pentanoic acid methyl ester), O.[OH-].[Li+] (lithium hydroxide monohydrate). Solvent: O (water), O1CCCC1 (tetrahydrofuran), O (water). Run at temperature 25 celsius, time 2.5 hour. Yields the product ClC=1C(=C(OC2=CC(N(C2)[C@H](C(=O)O)CC(C)C)=O)C=CC1)F ((S)-2-[4-(3-chloro-2-fluoro-phenoxy)-2-oxo-2,5-dihydro-pyrrol-1-yl]-4-methyl-pentanoic acid). The yield is 89.2%. Reaction SMILES: C[O:2][C:3](=[O:24])[C@@H:4]([N:9]1[CH2:13][C:12]([O:14][C:15]2[CH:20]=[CH:19][CH:18]=[C:17]([Cl:21])[C:16]=2[F:22])=[CH:11][C:10]1=[O:23])[CH2:5][CH:6]([CH3:8])[CH3:7].O.[OH-].[Li+]>O1CCCC1.O>[Cl:21][C:17]1[C:16]([F:22])=[C:15]([CH:20]=[CH:19][CH:18]=1)[O:14][C:12]1[CH2:13][N:9]([C@@H:4]([CH2:5][CH:6]([CH3:8])[CH3:7])[C:3]([OH:24])=[O:2])[C:10](=[O:23])[CH:11]=1 |f:1.2.3|. Procedure details: A mixture of (S)-2-[4-(3-chloro-2-fluoro-phenoxy)-2-oxo-2,5-dihydro-pyrrol-1-yl]-4-methyl-pentanoic acid methyl ester (0.87 g, 2.46 mmol) in tetrahydrofuran (15 mL) and water (5 mL) was treated with lithium hydroxide monohydrate (0.12 g, 2.85 mmol). The reaction was stirred at 25° C. for 2.5 h. At this time, the reaction was diluted with water (75 mL) and extracted with diethyl ether (1×75 mL). The aqueous layer was acidified with a 2N aqueous hydrochloric acid solution and then extracted with e...